This data is from the Open Reaction Database (ORD), a public repository of structured organic reaction records. The task is: describe an organic reaction: reactants, conditions, products, and yield The product is CN(C)CCCN(C)Cc1ccnc(Nc2ncc(-c3ccccc3)s2)c1. Reaction SMILES: [CH3:21][N:22]([CH2:23][CH2:24][CH2:25][NH:26][CH3:27])[CH3:28].[CH3:34][S:35]([CH3:36])=[O:37].[Cl:1][CH2:2][c:3]1[cH:4][c:5]([NH:9][c:10]2[s:11][c:12](-[c:15]3[cH:16][cH:17][cH:18][cH:19][cH:20]3)[cH:13][n:14]2)[n:6][cH:7][cH:8]1.[Na+:33].[O-:29][C:30]([OH:31])=[O:32]>>[CH2:2]([c:3]1[cH:4][c:5]([NH:9][c:10]2[s:11][c:12](-[c:15]3[cH:16][cH:17][cH:18][cH:19][cH:20]3)[cH:13][n:14]2)[n:6][cH:7][cH:8]1)[N:26]([CH2:25][CH2:24][CH2:23][N:22]([CH3:21])[CH3:28])[CH3:27]. Reactants: CNCCCN(C)C, CS(C)=O, ClCc1ccnc(Nc2ncc(-c3ccccc3)s2)c1, [Na+], O=C([O-])O. Yields the product CCc1ccccc1-c1cccc(C(C)C)c1OCc1cccc(C(=O)OC)c1. As a reaction SMILES: [Br:25][CH2:26][c:27]1[cH:28][c:29]([C:30](=[O:31])[O:32][CH3:33])[cH:34][cH:35][cH:36]1.[CH:1]([CH3:2])([CH3:3])[c:4]1[cH:5][cH:6][cH:7][c:8](-[c:11]2[c:12]([CH2:13][CH3:14])[cH:15][cH:16][cH:17][cH:18]2)[c:9]1[OH:10].[K+:19].[K+:20].[O-:21][C:22]([O-:23])=[O:24].[O:37]=[CH:38][N:39]([CH3:40])[CH3:41]>>[CH:1]([CH3:2])([CH3:3])[c:4]1[cH:5][cH:6][cH:7][c:8](-[c:11]2[c:12]([CH2:13][CH3:14])[cH:15][cH:16][cH:17][cH:18]2)[c:9]1[O:10][CH2:26][c:27]1[cH:28][c:29]([C:30](=[O:31])[O:32][CH3:33])[cH:34][cH:35][cH:36]1. Reactants: COC(=O)c1cccc(CBr)c1, CCc1ccccc1-c1cccc(C(C)C)c1O, [K+], [K+], O=C([O-])[O-], CN(C)C=O. The reactants are [H][H] (hydrogen), COC=1C=C(CC=2N(C=CC2)CCCCCCN2C(=CC=C2)CC2=CC(=C(C=C2)OC)OC)C=CC1OC (1,6-bis[2-(3,4-dimethoxybenzyl)pyrrol-1-yl]hexane), 45. Reagents/catalysts: [Rh] (rhodium on alumina). Solvent: C(C)(=O)O (acetic acid). Yields the product COC=1C=C(CC2N(CCC2)CCCCCCN2C(CCC2)CC2=CC(=C(C=C2)OC)OC)C=CC1OC (1,6-Bis[2-(3,4-dimethoxybenzyl)pyrrolidin-1-yl]hexane). The yield is 92.0%. As a reaction SMILES: [CH3:1][O:2][C:3]1[CH:4]=[C:5]([CH:34]=[CH:35][C:36]=1[O:37][CH3:38])[CH2:6][C:7]1[N:8]([CH2:12][CH2:13][CH2:14][CH2:15][CH2:16][CH2:17][N:18]2[CH:22]=[CH:21][CH:20]=[C:19]2[CH2:23][C:24]2[CH:29]=[CH:28][C:27]([O:30][CH3:31])=[C:26]([O:32][CH3:33])[CH:25]=2)[CH:9]=[CH:10][CH:11]=1.[H][H]>C(O)(=O)C.[Rh]>[CH3:33][O:32][C:26]1[CH:25]=[C:24]([CH:29]=[CH:28][C:27]=1[O:30][CH3:31])[CH2:23][CH:19]1[CH2:20][CH2:21][CH2:22][N:18]1[CH2:17][CH2:16][CH2:15][CH2:14][CH2:13][CH2:12][N:8]1[CH2:9][CH2:10][CH2:11][CH:7]1[CH2:6][C:5]1[CH:34]=[CH:35][C:36]([O:37][CH3:38])=[C:3]([O:2][CH3:1])[CH:4]=1. Reported procedure: A solution of 1,6-bis[2-(3,4-dimethoxybenzyl)pyrrol-1-yl]hexane (2.5 g) in glacial acetic acid (30 mL) containing suspended 5% rhodium on alumina catalyst (1.87 g) was reduced at room temperature and an initial hydrogen pressure of 45 p.s.i.g. (3 hour reaction, followed by TLC). The mixture was filtered through Celite. The filtrate was dried at reduced pressure, and the residue dissolved in dichloromethane, washed with ammonium hydroxide solution and dried over sodium sulfate. The solvent was re... Reactants: [Al+3], Brc1cnc2[nH]ccc2c1, ClCCl, [Cl-], [Cl-], [Cl-], CC(=O)Oc1cccc(C(=O)Cl)c1C, O. Yields the product CC(=O)Oc1cccc(C(=O)c2c[nH]c3ncc(Br)cc23)c1C. RXN SMILES: [Al+3:4].[Br:5][c:6]1[cH:7][c:8]2[cH:9][cH:10][nH:11][c:12]2[n:13][cH:14]1.[CH2:30]([Cl:31])[Cl:32].[Cl-:1].[Cl-:2].[Cl-:3].[Cl:15][C:16](=[O:17])[c:18]1[c:19]([CH3:28])[c:20]([O:24][C:25]([CH3:26])=[O:27])[cH:21][cH:22][cH:23]1.[OH2:29]>>[Br:5][c:6]1[cH:7][c:8]2[c:9]([C:16](=[O:17])[c:18]3[c:19]([CH3:28])[c:20]([O:24][C:25]([CH3:26])=[O:27])[cH:21][cH:22][cH:23]3)[cH:10][nH:11][c:12]2[n:13][cH:14]1. The reactants are ClCC=1SC=C(N1)C(=O)NC1=C2C=NN(C2=CC(=C1)C=1C=C2C(=NC1)N(N=C2)S(=O)(=O)C2=CC=CC=C2)S(=O)(=O)C2=CC=CC=C2 (2-(Chloromethyl)-N-{1-(phenylsulfonyl)-6-[1-(phenylsulfonyl)-1H-pyrazolo[3,4-b]pyridin-5-yl]-1H-indazol-4-yl}-1,3-thiazole-4-carboxamide), C[C@@H]1CNC[C@@H](O1)C ((2R,6S)-2,6-dimethylmorpholine), C[C@@H]1CNC[C@@H](O1)C ((2R,6S)-2,6-dimethylmorpholine). Reaction conditions: temperature 90 celsius. The product is C[C@@H]1CN(C[C@@H](O1)C)CC=1SC=C(N1)C(=O)NC1=C2C=NN(C2=CC(=C1)C=1C=C2C(=NC1)N(N=C2)S(=O)(=O)C2=CC=CC=C2)S(=O)(=O)C2=CC=CC=C2 (2-{[(2R,6S)-2,6-Dimethyl-4-morpholinyl]methyl}-N-{1-(phenylsulfonyl)-6-[1-(phenylsulfonyl)-1H-pyrazolo[3,4-b]pyridin-5-yl]-1H-indazol-4-yl}-1,3-thiazole-4-carboxamide). The yield is 167.2%. Reaction SMILES: Cl[CH2:2][C:3]1[S:4][CH:5]=[C:6]([C:8]([NH:10][C:11]2[CH:19]=[C:18]([C:20]3[CH:21]=[C:22]4[CH:28]=[N:27][N:26]([S:29]([C:32]5[CH:37]=[CH:36][CH:35]=[CH:34][CH:33]=5)(=[O:31])=[O:30])[C:23]4=[N:24][CH:25]=3)[CH:17]=[C:16]3[C:12]=2[CH:13]=[N:14][N:15]3[S:38]([C:41]2[CH:46]=[CH:45][CH:44]=[CH:43][CH:42]=2)(=[O:40])=[O:39])=[O:9])[N:7]=1.[CH3:47][C@H:48]1[O:53][C@@H:52]([CH3:54])[CH2:51][NH:50][CH2:49]1>>[CH3:54][C@H:52]1[O:53][C@@H:48]([CH3:47])[CH2:49][N:50]([CH2:2][C:3]2[S:4][CH:5]=[C:6]([C:8]([NH:10][C:11]3[CH:19]=[C:18]([C:20]4[CH:21]=[C:22]5[CH:28]=[N:27][N:26]([S:29]([C:32]6[CH:37]=[CH:36][CH:35]=[CH:34][CH:33]=6)(=[O:31])=[O:30])[C:23]5=[N:24][CH:25]=4)[CH:17]=[C:16]4[C:12]=3[CH:13]=[N:14][N:15]4[S:38]([C:41]3[CH:46]=[CH:45][CH:44]=[CH:43][CH:42]=3)(=[O:40])=[O:39])=[O:9])[N:7]=2)[CH2:51]1. Procedure details: 2-(Chloromethyl)-N-{1-(phenylsulfonyl)-6-[1-(phenylsulfonyl)-1H-pyrazolo[3,4-b]pyridin-5-yl]-1H-indazol-4-yl}-1,3-thiazole-4-carboxamide (53 mg, 0.077 mmol) and (2R,6S)-2,6-dimethylmorpholine (0.5 ml, 0.077 mmol) were placed in a microwave vial and heated in a microwave at 90° C. for 15 min, allowed to cool, then heated again in the microwave at 90° C. for 15 min. A further portion of (2R,6S)-2,6-dimethylmorpholine (0.3 ml) was added and the mixture was heated in the microwave at 90° C. for 30 m... The reactants are C(CCC)OC1=NC(=C2N=C(N(C2=N1)CCCC1CCNCC1)OC)N (2-(butyloxy)-8-(methyloxy)-9-[3-(4-piperidinyl)propyl]-9H-purin-6-amine), IC1CCCC1 (iodocyclopentane). Reaction SMILES: [CH2:1]([O:5][C:6]1[N:14]=[C:13]2[C:9]([N:10]=[C:11]([O:24]C)[N:12]2[CH2:15][CH2:16][CH2:17][CH:18]2[CH2:23][CH2:22][NH:21][CH2:20][CH2:19]2)=[C:8]([NH2:26])[N:7]=1)[CH2:2][CH2:3][CH3:4].I[CH:28]1[CH2:32][CH2:31][CH2:30][CH2:29]1>>[NH2:26][C:8]1[N:7]=[C:6]([O:5][CH2:1][CH2:2][CH2:3][CH3:4])[N:14]=[C:13]2[C:9]=1[NH:10][C:11](=[O:24])[N:12]2[CH2:15][CH2:16][CH2:17][CH:18]1[CH2:23][CH2:22][N:21]([CH:28]2[CH2:32][CH2:31][CH2:30][CH2:29]2)[CH2:20][CH2:19]1. Reported procedure: Prepared similarly to Example 14 from 2-(butyloxy)-8-(methyloxy)-9-[3-(4-piperidinyl)propyl]-9H-purin-6-amine and iodocyclopentane. Product: NC1=C2NC(N(C2=NC(=N1)OCCCC)CCCC1CCN(CC1)C1CCCC1)=O (6-Amino-2-(butyloxy)-9-[3-(1-cyclopentyl-4-piperidinyl)propyl]-7,9-dihydro-8H-purin-8-one). Reactants: [Si](C)(C)(C(C)(C)C)O[C@H]1CN(C[C@@H](C1)F)CC1=CC=C(C=C1)OC ((3R,5R)-3-(tert-butyldimethylsilyloxy)-5-fluoro-1-(4-methoxybenzyl)piperidine). Reagents/catalysts: [Pd] (Pd/C). Run in CO (methanol). Reaction conditions: time 8 hour. Yields the product [Si](C)(C)(C(C)(C)C)O[C@H]1CNC[C@@H](C1)F ((3R,5R)-3-(tert-butyldimethylsilyloxy)-5-fluoropiperidine). RXN SMILES: [Si:1]([O:8][C@@H:9]1[CH2:14][C@@H:13]([F:15])[CH2:12][N:11](CC2C=CC(OC)=CC=2)[CH2:10]1)([C:4]([CH3:7])([CH3:6])[CH3:5])([CH3:3])[CH3:2]>CO.[Pd]>[Si:1]([O:8][C@@H:9]1[CH2:14][C@@H:13]([F:15])[CH2:12][NH:11][CH2:10]1)([C:4]([CH3:7])([CH3:6])[CH3:5])([CH3:3])[CH3:2]. Procedure details: To a solution of (3R,5R)-3-(tert-butyldimethylsilyloxy)-5-fluoro-1-(4-methoxybenzyl)piperidine (1 eq) in 5 mL of methanol was added 10% Pd/C (0.2 eq). The resulting suspension was stirred at H2 atmosphere overnight. The crude solids were filtered through a pad of Celite on a paper lined Buchner funnel, washed with MeOH, then concentrated in vacuo to yield (3R,5R)-3-(tert-butyldimethylsilyloxy)-5-fluoropiperidine, which was used to next step without further purification. LC/MS (m/z): 234.1 (MH+). Starting materials: CON(C(=O)C1CC(C1)CC(C)(C)C)C (N-methoxy-N-methyl-3-(2,2-dimethylpropyl)cyclobutanecarboxamide), [H-].C(C(C)C)[Al+]CC(C)C (diisobutylaluminum hydride), S(O)(O)(=O)=O (sulfuric acid). Solvent: C1(=CC=CC=C1)C (toluene). Reaction conditions: temperature -78 celsius, time 3 hour. Product: CC(CC1CC(C1)C=O)(C)C (3-(2,2-Dimethylpropyl)cyclobutanecarbaldehyde). RXN SMILES: CON(C)[C:4]([CH:6]1[CH2:9][CH:8]([CH2:10][C:11]([CH3:14])([CH3:13])[CH3:12])[CH2:7]1)=[O:5].[H-].C([Al+]CC(C)C)C(C)C.S(=O)(=O)(O)O>C1(C)C=CC=CC=1>[CH3:12][C:11]([CH3:14])([CH3:13])[CH2:10][CH:8]1[CH2:7][CH:6]([CH:4]=[O:5])[CH2:9]1 |f:1.2|. Reported procedure: To a solution of N-methoxy-N-methyl-3-(2,2-dimethylpropyl)cyclobutanecarboxamide (95.2 g) in toluene (330 mL) was added diisobutylaluminum hydride (1.0M in toluene) (486 mL) dropwise at −78° C. After the mixture was stirred at −78° C. for 3 hr, 1.5 M sulfuric acid (648 mL) was added dropwise to the mixture at ice temperature. The mixture was extracted with toluene and the combined organic layer was washed with 1 M sulfuric acid, water and brine, then dried over sodium sulfate. The sodium sulfate...